This data is from the Open Reaction Database (ORD), a public repository of structured organic reaction records. The task is: describe an organic reaction: reactants, conditions, products, and yield The reactants are C(CCC)[Li] (butyllithium), O1CCCC1 (tetrahydrofuran), [Br-] (bromide), CC(CCC)OC1=CC=C(C=O)C=C1 (4-(1-methylbutyloxy)benzaldehyde), O1CCCC1 (THF). Run in CCCCCC (hexane). Reaction conditions: time 1 hour. Product: COC=CC1=CC=C(C=C1)OC(CCC)C (1-(2-methoxyethenyl)-4-(1-methylbutyloxy)benzene). RXN SMILES: C([Li])CCC.[Br-].[CH3:7][CH:8]([O:12][C:13]1[CH:20]=[CH:19][C:16]([CH:17]=O)=[CH:15][CH:14]=1)[CH2:9][CH2:10][CH3:11].[O:21]1[CH2:25]CC[CH2:22]1>CCCCCC>[CH3:22][O:21][CH:25]=[CH:17][C:16]1[CH:19]=[CH:20][C:13]([O:12][CH:8]([CH3:7])[CH2:9][CH2:10][CH3:11])=[CH:14][CH:15]=1. Reported procedure: A solution containing butyllithium dissolved in hexane was added to a solution containing 120 g of methoxymethyltriphenylphosphoni bromide dissolved in tetrahydrofuran (THF), in an atmosphere of argon, and the mixture was stirred for one hour at room temperature. A solution of the compound (30) dissolved in THF was added thereto and stirring was continued for two hours. The reaction solution was washed with water, was dried over magnesium sulfate, and was then concentrated. The residue was purif... Reactants: CSc1nc2cc(Br)ccc2o1, CC(C)O, C1CN2CCC(CC2)N1. The product is Brc1ccc2oc(N3CCN4CCC3CC4)nc2c1. As a reaction SMILES: [Br:10][c:11]1[cH:12][cH:13][c:14]2[c:15]([n:16][c:17]([S:19][CH3:20])[o:18]2)[cH:21]1.[CH:22]([OH:23])([CH3:24])[CH3:25].[N:1]12[CH2:2][CH2:3][NH:4][CH:5]([CH2:6][CH2:7]1)[CH2:8][CH2:9]2>>[N:1]12[CH2:2][CH2:3][N:4]([c:17]3[n:16][c:15]4[c:14]([cH:13][cH:12][c:11]([Br:10])[cH:21]4)[o:18]3)[CH:5]([CH2:6][CH2:7]1)[CH2:8][CH2:9]2.